Dataset: the Open Reaction Database (ORD), a public repository of structured organic reaction records. Task: describe an organic reaction: reactants, conditions, products, and yield Reactants: [BH4-], C1CCOC1, CC(=O)O, [Na+], c1ccc(N2CCNCC2)cc1, O=Cc1cccnc1. Product: c1ccc(N2CCN(Cc3cccnc3)CC2)cc1. RXN SMILES: [BH4-:1].[CH2:27]1[O:28][CH2:29][CH2:30][CH2:31]1.[CH3:3][C:4](=[O:5])[OH:6].[Na+:2].[c:7]1([N:13]2[CH2:14][CH2:15][NH:16][CH2:17][CH2:18]2)[cH:8][cH:9][cH:10][cH:11][cH:12]1.[n:19]1[cH:20][c:21]([CH:25]=[O:26])[cH:22][cH:23][cH:24]1>>[c:7]1([N:13]2[CH2:14][CH2:15][N:16]([CH2:25][c:21]3[cH:20][n:19][cH:24][cH:23][cH:22]3)[CH2:17][CH2:18]2)[cH:8][cH:9][cH:10][cH:11][cH:12]1. Starting materials: CC(C)CCCC(C)C1CCC2C3CC=C4CC(OCCCCCCI)CCC4(C)C3CCC12C, COC(=O)C1CCC2C3CC=C4CC(OCCCCCCSC5OC(CO)C(O)C(O)C5O)CCC4(C)C3CCC12C. The product is COC(=O)C1CCC2C3CC=C4CC(OCCCCCCI)CCC4(C)C3CCC12C. Reaction SMILES: [I:1][CH2:2][CH2:3][CH2:4][CH2:5][CH2:6][CH2:7][O:8][CH:9]1[CH2:10][CH2:11][C:12]2([CH3:13])[C:14](=[CH:15][CH2:16][CH:17]3[CH:18]2[CH2:19][CH2:20][C:21]2([CH3:22])[CH:23]3[CH2:24][CH2:25][CH:26]2[CH:27]([CH3:28])[CH2:29][CH2:30][CH2:31][CH:32]([CH3:33])[CH3:34])[CH2:35]1.[S:36]([CH:37]1[O:38][CH:39]([CH2:40][OH:41])[CH:42]([OH:43])[CH:44]([OH:45])[CH:46]1[OH:47])[CH2:48][CH2:49][CH2:50][CH2:51][CH2:52][CH2:53][O:54][CH:55]1[CH2:56][C:57]2=[CH:58][CH2:59][CH:60]3[CH:61]4[CH2:62][CH2:63][CH:64]([C:74](=[O:75])[O:76][CH3:77])[C:65]4([CH3:66])[CH2:67][CH2:68][CH:69]3[C:70]2([CH3:73])[CH2:71][CH2:72]1>>[I:1][CH2:48][CH2:49][CH2:50][CH2:51][CH2:52][CH2:53][O:54][CH:55]1[CH2:56][C:57]2=[CH:58][CH2:59][CH:60]3[CH:61]4[CH2:62][CH2:63][CH:64]([C:74](=[O:75])[O:76][CH3:77])[C:65]4([CH3:66])[CH2:67][CH2:68][CH:69]3[C:70]2([CH3:73])[CH2:71][CH2:72]1.